The task is: describe an organic reaction: reactants, conditions, products, and yield. This data is from the Open Reaction Database (ORD), a public repository of structured organic reaction records. Reactants: Cc1ccccc1, O=C(O)CCC(=NO)c1ccc(-c2ccc(Cl)cc2)cc1, ClCCl. The product is O=C1CCC(c2ccc(-c3ccc(Cl)cc3)cc2)=NO1. Reaction SMILES: [CH3:22][c:23]1[cH:24][cH:25][cH:26][cH:27][cH:28]1.[Cl:1][c:2]1[cH:3][cH:4][c:5](-[c:8]2[cH:9][cH:10][c:11]([C:14]([CH2:15][CH2:16][C:17](=[O:18])[OH:19])=[N:20][OH:21])[cH:12][cH:13]2)[cH:6][cH:7]1.[Cl:29][CH2:30][Cl:31]>>[Cl:1][c:2]1[cH:3][cH:4][c:5](-[c:8]2[cH:9][cH:10][c:11]([C:14]3=[N:20][O:21][C:17](=[O:19])[CH2:16][CH2:15]3)[cH:12][cH:13]2)[cH:6][cH:7]1. The reactants are ClCC1=CC(=C(OCC=2N=C(OC2C)C2=CC=C(C=C2)CC(=O)OCC)C=C1)OC (ethyl (4-{4-[(4-chloromethyl-2-methoxyphenoxy)methyl]-5-methyl-1,3-oxazol-2-yl}phenyl)acetate), Cl.CC1=C(N=C(S1)N1CCCCC1)/C=C/C=1C(=NN(C1)C1=CC=CC=C1)O (4-{(E)-2-[5-methyl-2-(piperidin-1-yl)-1,3-thiazol-4-yl]ethenyl}-1-phenyl-1H-pyrazol-3-ol hydrochloride), C([O-])([O-])=O.[K+].[K+] (potassium carbonate), CN(C=O)C (N,N-dimethylformamide). Solvent: O (Water). Conditions: temperature 90 celsius, time 2 hour. The product is COC1=C(OCC=2N=C(OC2C)C2=CC=C(C=C2)CC(=O)OCC)C=CC(=C1)COC1=NN(C=C1\C=C\C=1N=C(SC1C)N1CCCCC1)C1=CC=CC=C1 (ethyl [4-{4-[(2-methoxy-4-{[(4-{(E)-2-[5-methyl-2-(piperidin-1-yl)-1,3-thiazol-4-yl]ethenyl}-1-phenyl-1H-pyrazol-3-yl)oxy]methyl}phenoxy)methyl]-5-methyl-1,3-oxazol-2-yl}phenyl]acetate). The yield is 71.1%. RXN SMILES: Cl[CH2:2][C:3]1[CH:28]=[CH:27][C:6]([O:7][CH2:8][C:9]2[N:10]=[C:11]([C:15]3[CH:20]=[CH:19][C:18]([CH2:21][C:22]([O:24][CH2:25][CH3:26])=[O:23])=[CH:17][CH:16]=3)[O:12][C:13]=2[CH3:14])=[C:5]([O:29][CH3:30])[CH:4]=1.Cl.[CH3:32][C:33]1[S:37][C:36]([N:38]2[CH2:43][CH2:42][CH2:41][CH2:40][CH2:39]2)=[N:35][C:34]=1/[CH:44]=[CH:45]/[C:46]1[C:47]([OH:57])=[N:48][N:49]([C:51]2[CH:56]=[CH:55][CH:54]=[CH:53][CH:52]=2)[CH:50]=1.C(=O)([O-])[O-].[K+].[K+].CN(C)C=O>O>[CH3:30][O:29][C:5]1[CH:4]=[C:3]([CH2:2][O:57][C:47]2[C:46](/[CH:45]=[CH:44]/[C:34]3[N:35]=[C:36]([N:38]4[CH2:43][CH2:42][CH2:41][CH2:40][CH2:39]4)[S:37][C:33]=3[CH3:32])=[CH:50][N:49]([C:51]3[CH:56]=[CH:55][CH:54]=[CH:53][CH:52]=3)[N:48]=2)[CH:28]=[CH:27][C:6]=1[O:7][CH2:8][C:9]1[N:10]=[C:11]([C:15]2[CH:20]=[CH:19][C:18]([CH2:21][C:22]([O:24][CH2:25][CH3:26])=[O:23])=[CH:17][CH:16]=2)[O:12][C:13]=1[CH3:14] |f:1.2,3.4.5|. Reported procedure: A mixture of ethyl (4-{4-[(4-chloromethyl-2-methoxyphenoxy)methyl]-5-methyl-1,3-oxazol-2-yl}phenyl)acetate (0.66 g), 4-{(E)-2-[5-methyl-2-(piperidin-1-yl)-1,3-thiazol-4-yl]ethenyl}-1-phenyl-1H-pyrazol-3-ol hydrochloride (0.44 g), potassium carbonate (0.30 g) and N,N-dimethylformamide (20 mL) was stirred at 90° C. for 2 hrs. Water was poured into the reaction mixture, and the mixture was extracted with ethyl acetate. The ethyl acetate layer was washed with saturated brine, dried over anhydrous ma...